This data is from the Open Reaction Database (ORD), a public repository of structured organic reaction records. The task is: describe an organic reaction: reactants, conditions, products, and yield Starting materials: O=C1CCC(=O)N1Br, O=C(OOC(=O)c1ccccc1)c1ccccc1, Cc1ccc(C2(C(=O)O)CCCC2)cc1. Product: O=C(O)C1(c2ccc(CBr)cc2)CCCC1. RXN SMILES: [Br:16][N:17]1[C:18](=[O:19])[CH2:20][CH2:21][C:22]1=[O:23].[C:24]([O:25][O:26][C:27](=[O:28])[c:29]1[cH:30][cH:31][cH:32][cH:33][cH:34]1)(=[O:35])[c:36]1[cH:37][cH:38][cH:39][cH:40][cH:41]1.[CH3:1][c:2]1[cH:3][cH:4][c:5]([C:8]2([C:13](=[O:14])[OH:15])[CH2:9][CH2:10][CH2:11][CH2:12]2)[cH:6][cH:7]1>>[CH2:1]([c:2]1[cH:3][cH:4][c:5]([C:8]2([C:13](=[O:14])[OH:15])[CH2:9][CH2:10][CH2:11][CH2:12]2)[cH:6][cH:7]1)[Br:16]. RXN SMILES: [NH2:1][CH2:2][C:3]1[CH:4]=[C:5]2[C:9](=[CH:10][CH:11]=1)[NH:8][CH:7]=[C:6]2[CH2:12][CH2:13][NH:14][C:15](=[O:24])[O:16][CH2:17][C:18]1[CH:23]=[CH:22][CH:21]=[CH:20][CH:19]=1.[CH:25](OCC)=[O:26]>C(O)C>[CH:25]([NH:1][CH2:2][C:3]1[CH:4]=[C:5]2[C:9](=[CH:10][CH:11]=1)[NH:8][CH:7]=[C:6]2[CH2:12][CH2:13][NH:14][C:15](=[O:24])[O:16][CH2:17][C:18]1[CH:23]=[CH:22][CH:21]=[CH:20][CH:19]=1)=[O:26]. Reactants: NCC=1C=C2C(=CNC2=CC1)CCNC(OCC1=CC=CC=C1)=O (phenylmethyl [2-[5-(aminomethyl)-1H-indol-3-yl]ethyl]carbamate), C(=O)OCC (ethyl formate). The solvent is C(C)O (ethanol). The product is C(=O)NCC=1C=C2C(=CNC2=CC1)CCNC(OCC1=CC=CC=C1)=O (Phenylmethyl [2-[5-[(formylamino)methyl]-1H-indol-3-yl]ethyl]carbamate). Procedure: A mixture of phenylmethyl [2-[5-(aminomethyl)-1H-indol-3-yl]ethyl]carbamate (0.25 g), ethyl formate (5 ml) and ethanol (1 ml) was heated under reflux for 9 h. The solvent was evaporated in vacuo and the residue was evaporated with ethanol (2×5 ml) to give the title compound (0.27 g) as cream crystals m.p. 114°-6°.